This data is from the Open Reaction Database (ORD), a public repository of structured organic reaction records. The task is: describe an organic reaction: reactants, conditions, products, and yield Reaction SMILES: [CH:1]1([CH:7]2[CH:8]([NH:23][C:24](=[O:25])[O:26][c:27]3[cH:28][cH:29][c:30]([N+:31]([O-:32])=[O:33])[cH:34][cH:35]3)[CH2:9][N:10]([C:13](=[O:14])[O:15][CH2:16][c:17]3[cH:18][cH:19][cH:20][cH:21][cH:22]3)[CH2:11][CH2:12]2)[CH2:2][CH2:3][CH2:4][CH2:5][CH2:6]1.[CH:58]([N:59]([CH2:60][CH3:61])[CH:62]([CH3:63])[CH3:64])([CH3:65])[CH3:66].[Cl:36][c:37]1[c:38]([F:57])[c:39]([C:43]([CH2:44][CH2:45][CH2:46][CH2:47][O:48][CH3:49])([OH:50])[CH:51]2[CH2:52][NH:53][CH2:54][CH2:55][CH2:56]2)[cH:40][cH:41][cH:42]1.[Cl:67][CH2:68][Cl:69]>>[CH:1]1([CH:7]2[CH:8]([NH:23][C:24](=[O:25])[N:53]3[CH2:52][CH:51]([C:43]([c:39]4[c:38]([F:57])[c:37]([Cl:36])[cH:42][cH:41][cH:40]4)([CH2:44][CH2:45][CH2:46][CH2:47][O:48][CH3:49])[OH:50])[CH2:56][CH2:55][CH2:54]3)[CH2:9][N:10]([C:13](=[O:14])[O:15][CH2:16][c:17]3[cH:18][cH:19][cH:20][cH:21][cH:22]3)[CH2:11][CH2:12]2)[CH2:2][CH2:3][CH2:4][CH2:5][CH2:6]1. Starting materials: O=C(NC1CN(C(=O)OCc2ccccc2)CCC1C1CCCCC1)Oc1ccc([N+](=O)[O-])cc1, CCN(C(C)C)C(C)C, COCCCCC(O)(c1cccc(Cl)c1F)C1CCCNC1, ClCCl. The product is COCCCCC(O)(c1cccc(Cl)c1F)C1CCCN(C(=O)NC2CN(C(=O)OCc3ccccc3)CCC2C2CCCCC2)C1. Reported procedure: To a solution of methyl 3-(2-chloro-4-(methylthio)benzyl)-2-methyl-3H-imidazo[4,5-b]pyridine-5-carboxylate (148 mg) in dichloromethane (2.8 ml) was added m-chloroperbenzoic acid (81 mg) under ice-cooling, and the mixture was stirred for 1 hr. The reaction mixture was diluted with chloroform, washed successively with a saturated aqueous sodium hydrogencarbonate solution and saturated brine, and dried over anhydrous magnesium sulfate. The solvent was evaporated, and acetonitrile was added to the r... Run at time 1 hour. The solvent is C(Cl)(Cl)Cl (chloroform), ClCCl (dichloromethane). Yields the product ClC1=C(CN2C(=NC=3C2=NC(=CC3)C(=O)OC)C)C=CC(=C1)S(=O)C (Methyl 3-(2-chloro-4-(methylsulfinyl)benzyl)-2-methyl-3H-imidazo[4,5-b]pyridine-5-carboxylate). The reactants are ClC1=C(CN2C(=NC=3C2=NC(=CC3)C(=O)OC)C)C=CC(=C1)SC (methyl 3-(2-chloro-4-(methylthio)benzyl)-2-methyl-3H-imidazo[4,5-b]pyridine-5-carboxylate), ClC1=CC(=CC=C1)C(=O)OO (m-chloroperbenzoic acid). Reaction SMILES: [Cl:1][C:2]1[CH:22]=[C:21]([S:23][CH3:24])[CH:20]=[CH:19][C:3]=1[CH2:4][N:5]1[C:9]2=[N:10][C:11]([C:14]([O:16][CH3:17])=[O:15])=[CH:12][CH:13]=[C:8]2[N:7]=[C:6]1[CH3:18].ClC1C=CC=C(C(OO)=[O:33])C=1>ClCCl.C(Cl)(Cl)Cl>[Cl:1][C:2]1[CH:22]=[C:21]([S:23]([CH3:24])=[O:33])[CH:20]=[CH:19][C:3]=1[CH2:4][N:5]1[C:9]2=[N:10][C:11]([C:14]([O:16][CH3:17])=[O:15])=[CH:12][CH:13]=[C:8]2[N:7]=[C:6]1[CH3:18].